This data is from the Open Reaction Database (ORD), a public repository of structured organic reaction records. The task is: describe an organic reaction: reactants, conditions, products, and yield Starting materials: C(C1=CC=CC=C1)(C1=CC=CC=C1)O (benzhydrol), C(CS)(=O)O (thioglycolic acid). Product: C(C1=CC=CC=C1)(C1=CC=CC=C1)SCC(=O)O (Benzhydrylsulfanyl acetic acid). The yield is 99.0%. As a reaction SMILES: [CH:1](O)([C:8]1[CH:13]=[CH:12][CH:11]=[CH:10][CH:9]=1)[C:2]1[CH:7]=[CH:6][CH:5]=[CH:4][CH:3]=1.[C:15]([OH:19])(=[O:18])[CH2:16][SH:17]>>[CH:1]([S:17][CH2:16][C:15]([OH:19])=[O:18])([C:8]1[CH:13]=[CH:12][CH:11]=[CH:10][CH:9]=1)[C:2]1[CH:7]=[CH:6][CH:5]=[CH:4][CH:3]=1. Procedure details: This compound was prepared according to the procedure of Prisinzano. (Prisinzano, T.; Podobinski, J.; Tidgewell, K.; Luo, M.; Swenson, D. Tetrahedron: Asymmetry 2004, 15, 1053-1058). The synthesis employed benzhydrol (50.0 g, 271.4 mmol) and thioglycolic acid (25.0 g, 271.4 mmol) to give the title compound as a white solid: 69.2 g (99% yield); mp 126-129° C. Spectroscopic data was identical to lit. (Prisinzano, T.; Podobinski, J.; Tidgewell, K.; Luo, M.; Swenson, D. Tetrahedron: Asymmetry 2004, ... Starting materials: CCC1CCC(C2CCC(c3ccc(C(=O)O)cc3)CC2)CC1, CN(C)c1ccncc1, C(=NC1CCCCC1)=NC1CCCCC1, ClCCl, Oc1cc(F)c(CF)c(F)c1. The product is CCC1CCC(C2CCC(c3ccc(C(=O)Oc4cc(F)c(CF)c(F)c4)cc3)CC2)CC1. As a reaction SMILES: [CH2:1]([CH3:2])[CH:3]1[CH2:4][CH2:5][CH:6]([CH:9]2[CH2:10][CH2:11][CH:12]([c:15]3[cH:16][cH:17][c:18]([C:19](=[O:20])[OH:21])[cH:22][cH:23]3)[CH2:13][CH2:14]2)[CH2:7][CH2:8]1.[CH3:50][N:51]([c:52]1[cH:53][cH:54][n:55][cH:56][cH:57]1)[CH3:58].[CH:35]1([N:36]=[C:37]=[N:38][CH:39]2[CH2:40][CH2:41][CH2:42][CH2:43][CH2:44]2)[CH2:45][CH2:46][CH2:47][CH2:48][CH2:49]1.[Cl:59][CH2:60][Cl:61].[F:24][c:25]1[cH:26][c:27]([OH:34])[cH:28][c:29]([F:33])[c:30]1[CH2:31][F:32]>>[CH2:1]([CH3:2])[CH:3]1[CH2:4][CH2:5][CH:6]([CH:9]2[CH2:10][CH2:11][CH:12]([c:15]3[cH:16][cH:17][c:18]([C:19](=[O:20])[O:21][c:27]4[cH:26][c:25]([F:24])[c:30]([CH2:31][F:32])[c:29]([F:33])[cH:28]4)[cH:22][cH:23]3)[CH2:13][CH2:14]2)[CH2:7][CH2:8]1. Starting materials: COc1c(CC(=O)O)cccc1Oc1ccccc1F, CC(=O)OC(C)=O, I. Product: O=C1Cc2cccc(Oc3ccccc3F)c2O1. Reaction SMILES: [CH3:1][O:2][c:3]1[c:4]([CH2:17][C:18](=[O:19])[OH:20])[cH:5][cH:6][cH:7][c:8]1[O:9][c:10]1[c:11]([F:16])[cH:12][cH:13][cH:14][cH:15]1.[CH3:21][C:22]([O:23][C:24](=[O:25])[CH3:26])=[O:27].[IH:28]>>[c:3]12[c:4]([cH:5][cH:6][cH:7][c:8]1[O:9][c:10]1[c:11]([F:16])[cH:12][cH:13][cH:14][cH:15]1)[CH2:17][C:18](=[O:19])[O:20]2.